This data is from the Open Reaction Database (ORD), a public repository of structured organic reaction records. The task is: describe an organic reaction: reactants, conditions, products, and yield Reactants: C=CCN(C)CC(C)O, Fc1cccc2ncnc(Nc3ccc(OCc4ccccn4)c(Cl)c3)c12, CNCCOc1cccc2ncnc(Nc3ccc(OCc4ccccn4)c(Cl)c3)c12. Yields the product C=CCN(C)CC(C)Oc1cccc2ncnc(Nc3ccc(OCc4ccccn4)c(Cl)c3)c12. As a reaction SMILES: [CH2:1]([CH:2]=[CH2:3])[N:4]([CH2:5][CH:6]([CH3:7])[OH:8])[CH3:9].[Cl:10][c:11]1[cH:12][c:13]([NH:25][c:26]2[n:27][cH:28][n:29][c:30]3[cH:31][cH:32][cH:33][c:34]([F:36])[c:35]23)[cH:14][cH:15][c:16]1[O:17][CH2:18][c:19]1[n:20][cH:21][cH:22][cH:23][cH:24]1.[Cl:37][c:38]1[cH:39][c:40]([NH:41][c:42]2[c:43]3[c:44]([cH:45][cH:46][cH:47][c:48]3[O:49][CH2:50][CH2:51][NH:52][CH3:53])[n:54][cH:55][n:56]2)[cH:57][cH:58][c:59]1[O:60][CH2:61][c:62]1[cH:63][cH:64][cH:65][cH:66][n:67]1>>[CH2:1]([CH:2]=[CH2:3])[N:4]([CH2:5][CH:6]([CH3:7])[O:8][c:34]1[cH:33][cH:32][cH:31][c:30]2[n:29][cH:28][n:27][c:26]([NH:25][c:13]3[cH:12][c:11]([Cl:10])[c:16]([O:17][CH2:18][c:19]4[n:20][cH:21][cH:22][cH:23][cH:24]4)[cH:15][cH:14]3)[c:35]21)[CH3:9]. Reactants: Cl (Hydrochloric acid), [OH-].[Na+] (NaOH), C1(CC1)C(=O)Cl (cyclopropanecarbonyl chloride), BrC=1C=CC=C2CC(COC12)NCCC (8-bromo-3-(n-propylamino)chroman), [BH4-].C(CCC)[N+](CCCC)(CCCC)CCCC (tetrabutylammonium borohydride). Run in ClCCl (dichloromethane), ClCCCl (1,2-dichloroethane), ClCCl (dichloromethane), C(=O)([O-])[O-].[Na+].[Na+] (Na2CO3). Run at time 2 hour. The product is BrC=1C=CC=C2CC(COC12)N(CCCC1CC1)C (8-bromo-3-(N-methylcyclopropyl-N-n-propylamino)chroman). The yield is 61.7%. RXN SMILES: [Br:1][C:2]1[CH:3]=[CH:4][CH:5]=[C:6]2[C:11]=1[O:10][CH2:9][CH:8]([NH:12][CH2:13][CH2:14][CH3:15])[CH2:7]2.[CH:16]1(C(Cl)=O)[CH2:18][CH2:17]1.[BH4-].[CH2:23]([N+](CCCC)(CCCC)CCCC)CCC.Cl.[OH-].[Na+]>ClCCl.C([O-])([O-])=O.[Na+].[Na+].ClCCCl>[Br:1][C:2]1[CH:3]=[CH:4][CH:5]=[C:6]2[C:11]=1[O:10][CH2:9][CH:8]([N:12]([CH3:23])[CH2:13][CH2:14][CH2:15][CH:16]1[CH2:18][CH2:17]1)[CH2:7]2 |f:2.3,5.6,8.9.10|. Procedure details: To a mixture of 8-bromo-3-(n-propylamino)chroman (120 mg; 0.5 mmol) in dichloromethane (20 ml) and 5% aqueous Na2CO3 (20 ml) was added cyclopropanecarbonyl chloride (300 mg; 3.5 mmol). The mixture was stirred for 2 hours, the phases were separated and the organic layer dried (MgSO4). The solvent was evaporated and the crude amide was reduced with tetrabutylammonium borohydride (500 mg, 2.0 mmol) in a boiling (1:1)-mixture (50 ml) of dichloromethane and 1,2-dichloroethane for 24 hours. Hydrochlor... The reactants are [N-]=[N+]=[N-].[Na+] (sodium azide), resultant solution, [H-].[Na+] (Sodium hydride), BrC1=C[C@@H](C2=C(O1)SC([C@@H]2Br)(C)C)O (trans-2,5-Dibromo-5,6-dihydro-4-hydroxy-6,6-dimethyl-4H-thieno [2,3-b]pyran), CN(C=O)C (N,N-dimethylformamide). Run in O (water), O (water). Reaction conditions: time 2 hour. The product is N(=[N+]=[N-])[C@@H]1C2=C(OC(=C1)Br)SC([C@@H]2O)(C)C (trans-4-Azido-2-bromo-5,6-dihydro-5-hydroxy-6,6-dimethyl-4H-thieno [2.3-b]pyran). Reaction SMILES: [H-].[Na+].[Br:3][C:4]1[O:9][C:8]2[S:10][C:11]([CH3:15])([CH3:14])[C@H:12](Br)[C:7]=2[C@@H:6](O)[CH:5]=1.[N-:17]=[N+:18]=[N-:19].[Na+].CN(C)C=[O:24]>O>[N:17]([C@H:6]1[CH:5]=[C:4]([Br:3])[O:9][C:8]2[S:10][C:11]([CH3:15])([CH3:14])[C@H:12]([OH:24])[C:7]1=2)=[N+:18]=[N-:19] |f:0.1,3.4|. Reported procedure: Sodium hydride, 60% in mineral oil, (134 mg, 3.36 mmol) was added to a solution of 16 (1.15 g, 3.36 mmol) in N,N-dimethylformamide (25 ml) at 0° C. and stirred at rt for 2 h. The reaction was cooled to 0° C. and sodium azide (635 mg, 10.8 mmol) in water (2 ml) was added. After stirring at rt for 1 h, the resultant solution was poured into water (150 ml). The product was extracted with dichloromethane (50 ml), washed several times with water and dried over magnesium sulfate. The solvent was evapo... Reaction SMILES: [CH3:1][O:2][c:3]1[cH:4][c:5]([N+:14](=[O:15])[O-:16])[c:6]([C:7](=[O:8])[OH:9])[cH:10][c:11]1[O:12][CH3:13].[NH4+:18].[OH-:17].[S:19]([Cl:20])([Cl:21])=[O:22]>>[CH3:1][O:2][c:3]1[cH:4][c:5]([N+:14](=[O:15])[O-:16])[c:6]([C:7](=[O:8])[NH2:18])[cH:10][c:11]1[O:12][CH3:13]. The reactants are COc1cc(C(=O)O)c([N+](=O)[O-])cc1OC, [NH4+], [OH-], O=S(Cl)Cl. The product is COc1cc(C(N)=O)c([N+](=O)[O-])cc1OC. Isolated yield 99.0%. Run in C1CCOC1 (THF). Starting materials: C(C1=CC=CC=C1)C1=C(N=C(S1)C1=C(C=CC(=C1)F)F)[C@@H](C(C)(C)C)N[S@](=O)C(C)(C)C ((R)-N-((R)-1-(5-benzyl-2-(2,5-difluorophenyl)thiazol-4-yl)-2,2-dimethylpropyl)-2-methylpropane-2-sulfinamide), CO (MeOH), Cl (HCl), O1CCOCC1 (dioxane). Reported procedure: To a solution of (R)-N-((R)-1-(5-benzyl-2-(2,5-difluorophenyl)thiazol-4-yl)-2,2-dimethylpropyl)-2-methylpropane-2-sulfinamide (53 mg, 0.111 mmol) in THF (200 μL) was added MeOH (55.6 μL) and 4 M HCl in dioxane (55.6 μL, 0.222 mmol). The reaction mixture was stirred at room temperature for 1 h. After quenched with saturated Na2CO3 solution and diluted with EtOAc, the reaction mixture was stirred for 15 min and extracted with EtOAc. The organic layer was washed with water and brine, dried over anh... Product: C(C1=CC=CC=C1)C1=C(N=C(S1)C1=C(C=CC(=C1)F)F)[C@@H](C(C)(C)C)N ((R)-1-(5-benzyl-2-(2,5-difluorophenyl)thiazol-4-yl)-2,2-dimethylpropan-1-amine). Reaction SMILES: [CH2:1]([C:8]1[S:12][C:11]([C:13]2[CH:18]=[C:17]([F:19])[CH:16]=[CH:15][C:14]=2[F:20])=[N:10][C:9]=1[C@H:21]([NH:26][S@@](C(C)(C)C)=O)[C:22]([CH3:25])([CH3:24])[CH3:23])[C:2]1[CH:7]=[CH:6][CH:5]=[CH:4][CH:3]=1.CO.Cl.O1CCOCC1>C1COCC1>[CH2:1]([C:8]1[S:12][C:11]([C:13]2[CH:18]=[C:17]([F:19])[CH:16]=[CH:15][C:14]=2[F:20])=[N:10][C:9]=1[C@H:21]([NH2:26])[C:22]([CH3:24])([CH3:23])[CH3:25])[C:2]1[CH:3]=[CH:4][CH:5]=[CH:6][CH:7]=1. Reaction conditions: time 1 hour. Reactants: CN1N=C(N=C1NCCCOC1=CC(=CC=C1)CN1CCCCC1)C=O (1-methyl-5-[[3-[3-(1-piperidinylmethyl)phenoxy]propyl]amino]-1H-1,2,4-triazole-3-carboxaldehyde), O (Water), C(CCC)[Li] (n-Butyllithium), O1C=CC=C1 (furan). Solvent: O1CCCC1 (tetrahydrofuran), O1CCCC1 (tetrahydrofuran). Conditions: time 18 hour. Yields the product O1C(=CC=C1)C(O)C1=NN(C(=N1)NCCCOC1=CC(=CC=C1)CN1CCCCC1)C (α-(2-Furanyl)-1-methyl-5-[[3-[3-(1-piperidinylmethyl)phenoxy]propyl]amino]-1H-1,2,4-triazole-3-methanol). Reaction SMILES: C([Li])CCC.[O:6]1[CH:10]=[CH:9][CH:8]=[CH:7]1.[CH3:11][N:12]1[C:16]([NH:17][CH2:18][CH2:19][CH2:20][O:21][C:22]2[CH:27]=[CH:26][CH:25]=[C:24]([CH2:28][N:29]3[CH2:34][CH2:33][CH2:32][CH2:31][CH2:30]3)[CH:23]=2)=[N:15][C:14]([CH:35]=[O:36])=[N:13]1.O>O1CCCC1>[O:6]1[CH:10]=[CH:9][CH:8]=[C:7]1[CH:35]([C:14]1[N:15]=[C:16]([NH:17][CH2:18][CH2:19][CH2:20][O:21][C:22]2[CH:27]=[CH:26][CH:25]=[C:24]([CH2:28][N:29]3[CH2:34][CH2:33][CH2:32][CH2:31][CH2:30]3)[CH:23]=2)[N:12]([CH3:11])[N:13]=1)[OH:36]. Procedure details: n-Butyllithium (1.55M in n-hexane, 5.96 ml) was added dropwise to a stirred solution of furan (0.16 ml) in anhydrous tetrahydrofuran (20 ml), under nitrogen at -40°. The stirred solution was allowed to warm slowly to 20°, heated under reflux for 3 h, added dropwise at 0° to a solution of 1-methyl-5-[[3-[3-(1-piperidinylmethyl)phenoxy]propyl]amino]-1H-1,2,4-triazole-3-carboxaldehyde (1.0 g) in tetrahydrofuran (10 ml), and the resulting solution was stirred at 20° for 18 h. Water (20 ml) was added... The reactants are ClCCCl, CN(C)c1ccncc1, O=C(O)c1ccc(S(=O)(=O)n2cc(C3CCCC3)c3ccccc32)cc1, ClCCl, NCc1ccc(F)cn1. Product: O=C(NCc1ccc(F)cn1)c1ccc(S(=O)(=O)n2cc(C3CCCC3)c3ccccc32)cc1. Reaction SMILES: [CH2:36]([Cl:37])[CH2:38][Cl:39].[CH3:43][N:44]([c:45]1[cH:46][cH:47][n:48][cH:49][cH:50]1)[CH3:51].[CH:1]1([c:6]2[cH:7][n:8]([S:15](=[O:16])(=[O:17])[c:18]3[cH:19][cH:20][c:21]([C:22](=[O:23])[OH:24])[cH:25][cH:26]3)[c:9]3[cH:10][cH:11][cH:12][cH:13][c:14]23)[CH2:2][CH2:3][CH2:4][CH2:5]1.[Cl:40][CH2:41][Cl:42].[F:27][c:28]1[cH:29][cH:30][c:31]([CH2:34][NH2:35])[n:32][cH:33]1>>[CH:1]1([c:6]2[cH:7][n:8]([S:15](=[O:16])(=[O:17])[c:18]3[cH:19][cH:20][c:21]([C:22](=[O:24])[NH:35][CH2:34][c:31]4[cH:30][cH:29][c:28]([F:27])[cH:33][n:32]4)[cH:25][cH:26]3)[c:9]3[cH:10][cH:11][cH:12][cH:13][c:14]23)[CH2:2][CH2:3][CH2:4][CH2:5]1. Reactants: CC(=O)OC(C)=O, Oc1ccccc1F, [Na+], [OH-]. Product: CC(=O)Oc1ccccc1F. As a reaction SMILES: [CH3:1][C:2](=[O:3])[O:4][C:5](=[O:6])[CH3:7].[F:8][c:9]1[c:10]([OH:15])[cH:11][cH:12][cH:13][cH:14]1.[Na+:17].[OH-:16]>>[CH3:1][C:2](=[O:3])[O:15][c:10]1[c:9]([F:8])[cH:14][cH:13][cH:12][cH:11]1.